The task is: describe an organic reaction: reactants, conditions, products, and yield. This data is from the Open Reaction Database (ORD), a public repository of structured organic reaction records. Starting materials: [H-].[Al+3].[Li+].[H-].[H-].[H-] (Lithium aluminum hydride), N1(CCCC1)CCOC1=CC=C(C(=O)N)C=C1 (4-[2-(1-pyrrolidinyl)ethoxy]benzamide). Solvent: C1CCOC1 (THF). Conditions: time 30 minute. Product: N1(CCCC1)CCOC1=CC=C(CN)C=C1 (4-[2-(1-Pyrrolidinyl)ethoxy]benzyl Amine). The yield is 101.7%. RXN SMILES: [H-].[Al+3].[Li+].[H-].[H-].[H-].[N:7]1([CH2:12][CH2:13][O:14][C:15]2[CH:23]=[CH:22][C:18]([C:19]([NH2:21])=O)=[CH:17][CH:16]=2)[CH2:11][CH2:10][CH2:9][CH2:8]1>C1COCC1>[N:7]1([CH2:12][CH2:13][O:14][C:15]2[CH:16]=[CH:17][C:18]([CH2:19][NH2:21])=[CH:22][CH:23]=2)[CH2:8][CH2:9][CH2:10][CH2:11]1 |f:0.1.2.3.4.5|. Reported procedure: Lithium aluminum hydride (132 mg, 3.49 mmol, 2.1 eq.) was added to a solution of 4-[2-(1-pyrrolidinyl)ethoxy]benzamide (389 mg, 1.66 mmol) in dry THF (25 mL) then the reaction heated at reflux for 20 h. The reaction was allowed to cool to ambient temperature then quenched with water (0.250 mL). Aqueous sodium hydroxide (0.250 mL of 15% w/v) then water (0.750 mL) was added and the reaction stirred for 30 min. The reaction mixture was passed through a pad of diatomaceous earth which was washed wit... Reactants: NC1=C(C(=O)N)C=CC=C1 (2-aminobenzamide), II, ClC=1N=C(C2=C(N1)N(C=C2)S(=O)(=O)C2=CC=C(C=C2)C)Cl (2,4-dichloro-7-[(4-methylphenyl)sulfonyl]-7H-pyrrolo[2,3-d]pyrimidine). Product: ClC=1N=C(C2=C(N1)N(C=C2)S(=O)(=O)C2=CC=C(C=C2)C)NC2=C(C(=O)N)C=CC=C2 (2-({2-chloro-7-[(4-methylphenyl)sulfonyl]-7H-pyrrolo[2,3-d]pyrimidin-4-yl}amino)benzamide), solid. The yield is 70.0%. Reaction SMILES: [Cl:1][C:2]1[N:3]=[C:4](Cl)[C:5]2[CH:10]=[CH:9][N:8]([S:11]([C:14]3[CH:19]=[CH:18][C:17]([CH3:20])=[CH:16][CH:15]=3)(=[O:13])=[O:12])[C:6]=2[N:7]=1.[NH2:22][C:23]1[CH:31]=[CH:30][CH:29]=[CH:28][C:24]=1[C:25]([NH2:27])=[O:26]>>[Cl:1][C:2]1[N:3]=[C:4]([NH:22][C:23]2[CH:31]=[CH:30][CH:29]=[CH:28][C:24]=2[C:25]([NH2:27])=[O:26])[C:5]2[CH:10]=[CH:9][N:8]([S:11]([C:14]3[CH:19]=[CH:18][C:17]([CH3:20])=[CH:16][CH:15]=3)(=[O:13])=[O:12])[C:6]=2[N:7]=1. Procedure: Using General Protocol II and starting with 2,4-dichloro-7-[(4-methylphenyl)sulfonyl]-7H-pyrrolo[2,3-d]pyrimidine (6.91 g) and 2-aminobenzamide (11.8 g), 2-({2-chloro-7-[(4-methylphenyl)sulfonyl]-7H-pyrrolo[2,3-d]pyrimidin-4-yl}amino)benzamide was isolated as a white solid (6.2 g, 70% Yield); 1H NMR (400 MHz, DMSO-d6) δ ppm 2.36 (s, 3 H), 6.67 (d, J=4.03 Hz, 1 H), 7.17 (td, J=7.59, 1.10 Hz, 1 H), 7.47 (d, J=8.05 Hz, 2 H), 7.57 (td, J=7.87, 1.46 Hz, 1 H), 7.75 (d, J=4.03 Hz, 1 H), 7.78 (s, 1 H), ... As a reaction SMILES: [Br:1][c:2]1[cH:3][c:4]([CH:26]=[O:27])[c:5]([N:8]([CH2:9][CH2:10][CH2:11][CH2:12][CH2:13][C:14](=[O:15])[OH:16])[CH2:17][c:18]2[cH:19][cH:20][c:21]([O:24][CH3:25])[cH:22][cH:23]2)[cH:6][cH:7]1.[C:28](=[O:29])([O-:30])[O-:31].[I:34][CH3:35].[K+:32].[K+:33].[O:37]=[CH:38][N:39]([CH3:40])[CH3:41].[OH2:36]>>[Br:1][c:2]1[cH:3][c:4]([CH:26]=[O:27])[c:5]([N:8]([CH2:9][CH2:10][CH2:11][CH2:12][CH2:13][C:14](=[O:15])[O:16][CH3:28])[CH2:17][c:18]2[cH:19][cH:20][c:21]([O:24][CH3:25])[cH:22][cH:23]2)[cH:6][cH:7]1. Reactants: COc1ccc(CN(CCCCCC(=O)O)c2ccc(Br)cc2C=O)cc1, O=C([O-])[O-], CI, [K+], [K+], CN(C)C=O, O. The product is COC(=O)CCCCCN(Cc1ccc(OC)cc1)c1ccc(Br)cc1C=O. Reactants: N1CCC(C(=O)OCC)CC1 (Ethyl isonipecotate), BrCC(=O)OCC1=CC=CC=C1 (benzyl bromoacetate), C([O-])([O-])=O.[Cs+].[Cs+] (cesium carbonate). Run in C(C)#N (acetonitrile). Yields the product C(C1=CC=CC=C1)OC(=O)CN1CCC(C(=O)OCC)CC1 (ethyl 1-(benzyloxycarbonylmethyl)isonipecotate). Reaction SMILES: [NH:1]1[CH2:11][CH2:10][CH:4]([C:5]([O:7][CH2:8][CH3:9])=[O:6])[CH2:3][CH2:2]1.Br[CH2:13][C:14]([O:16][CH2:17][C:18]1[CH:23]=[CH:22][CH:21]=[CH:20][CH:19]=1)=[O:15].C(=O)([O-])[O-].[Cs+].[Cs+]>C(#N)C>[CH2:17]([O:16][C:14]([CH2:13][N:1]1[CH2:2][CH2:3][CH:4]([C:5]([O:7][CH2:8][CH3:9])=[O:6])[CH2:10][CH2:11]1)=[O:15])[C:18]1[CH:23]=[CH:22][CH:21]=[CH:20][CH:19]=1 |f:2.3.4|. Reported procedure: Ethyl isonipecotate was reacted with benzyl bromoacetate in acetonitrile in the presence of cesium carbonate, and then the reaction mixture was worked up and purified in a usual manner to obtain ethyl 1-(benzyloxycarbonylmethyl)isonipecotate as a colorless oily substance. MS: 306.